This data is from the Open Reaction Database (ORD), a public repository of structured organic reaction records. The task is: describe an organic reaction: reactants, conditions, products, and yield Starting materials: CCOC(C)=O, CC1(C)OCC(c2cnc(-c3ccc(C(CC4CCOCC4)c4ccc(S(=O)(=O)C5CC5)cc4)[nH]3)s2)O1, Cl, C1CCOC1. Yields the product O=S(=O)(c1ccc(C(CC2CCOCC2)c2ccc(-c3ncc(C(O)CO)s3)[nH]2)cc1)C1CC1. As a reaction SMILES: [CH3:44][CH2:45][O:46][C:47](=[O:48])[CH3:49].[CH:1]1([S:4](=[O:5])(=[O:6])[c:7]2[cH:8][cH:9][c:10]([CH:13]([CH2:14][CH:15]3[CH2:16][CH2:17][O:18][CH2:19][CH2:20]3)[c:21]3[cH:22][cH:23][c:24](-[c:26]4[s:27][c:28]([CH:31]5[O:32][C:33]([CH3:36])([CH3:37])[O:34][CH2:35]5)[cH:29][n:30]4)[nH:25]3)[cH:11][cH:12]2)[CH2:2][CH2:3]1.[ClH:38].[O:39]1[CH2:40][CH2:41][CH2:42][CH2:43]1>>[CH:1]1([S:4](=[O:5])(=[O:6])[c:7]2[cH:8][cH:9][c:10]([CH:13]([CH2:14][CH:15]3[CH2:16][CH2:17][O:18][CH2:19][CH2:20]3)[c:21]3[cH:22][cH:23][c:24](-[c:26]4[s:27][c:28]([CH:31]([OH:32])[CH2:35][OH:34])[cH:29][n:30]4)[nH:25]3)[cH:11][cH:12]2)[CH2:2][CH2:3]1. Reactants: FC=1C=C(C=CC1F)NC1=NN=C(O1)C(=O)NC1=CC=C(C=C1)CCCC(C(=O)O)C(=O)O ((3-{4-[({5-[(3,4-difluorophenyl)amino]-1,3,4-oxadiazol-2-yl}carbonyl)amino]phenyl}propyl)malonic acid). The solvent is CC(=O)O (AcOH). Run at time 4 hour. Product: FC=1C=C(C=CC1F)NC1=NN=C(O1)C(=O)NC1=CC=C(C=C1)CCCCC(=O)O (5-{4-[({5-[(3,4-Difluorophenyl)amino]-1,3,4-oxadiazol-2-yl}carbonyl)amino]-phenyl}pentanoic acid). Isolated yield 55.2%. RXN SMILES: [F:1][C:2]1[CH:3]=[C:4]([NH:9][C:10]2[O:14][C:13]([C:15]([NH:17][C:18]3[CH:23]=[CH:22][C:21]([CH2:24][CH2:25][CH2:26][CH:27](C(O)=O)[C:28]([OH:30])=[O:29])=[CH:20][CH:19]=3)=[O:16])=[N:12][N:11]=2)[CH:5]=[CH:6][C:7]=1[F:8]>CC(O)=O>[F:1][C:2]1[CH:3]=[C:4]([NH:9][C:10]2[O:14][C:13]([C:15]([NH:17][C:18]3[CH:23]=[CH:22][C:21]([CH2:24][CH2:25][CH2:26][CH2:27][C:28]([OH:30])=[O:29])=[CH:20][CH:19]=3)=[O:16])=[N:12][N:11]=2)[CH:5]=[CH:6][C:7]=1[F:8]. Reported procedure: A solution of (3-{4-[({5-[(3,4-difluorophenyl)amino]-1,3,4-oxadiazol-2-yl}carbonyl)amino]phenyl}propyl)malonic acid (Example 506) (40 mg, 0.087 mmol) in AcOH (4 mL) was heated under reflux with stirring for 4 h. The reaction mixture was concentrated in vacuo and the solid filtered and washed with water then Et2O to give the title compound (20 mg, 55%) as a solid; 1H NMR δ 1.50-1.60 (4H, m), 2.24 (2H, t), 2.55 (2H, t), 7.15-7.20 (2H, m), 7.35-7.37 (1H, m), 7.48-7.52 (1H, m), 7.68-7.73 (3H, m), 10... Reactants: BrC=1C(=CSC1)N1C2=C(C=3C=C(C=CC13)C)CN(CC2)C (5-(4-bromo-thiophen-3-yl)-2,8-dimethyl-2,3,4,5-tetrahydro-1H-pyrido[4,3-b]indole), C1(=CC=CC=C1)B(O)O (phenylboronic acid), [O-]P(=O)([O-])[O-].[K+].[K+].[K+] (K3PO4). Reagents/catalysts: Cl[Pd]([P](C1=CC=CC=C1)(C2=CC=CC=C2)C3=CC=CC=C3)([P](C4=CC=CC=C4)(C5=CC=CC=C5)C6=CC=CC=C6)Cl (PdCl2(PPh3)2). The solvent is CN(C)C=O.O (DMF water), O (water). Conditions: temperature 95 celsius. Yields the product CN1CC2=C(N(C=3C=CC(=CC23)C)C2=CSC=C2C2=CC=CC=C2)CC1 (2,8-dimethyl-5-(4-phenyl-thiophen-3-yl)-2,3,4,5-tetrahydro-1H-pyrido[4,3-b]indole), solid. RXN SMILES: Br[C:2]1[C:3]([N:7]2[C:15]3[CH:14]=[CH:13][C:12]([CH3:16])=[CH:11][C:10]=3[C:9]3[CH2:17][N:18]([CH3:21])[CH2:19][CH2:20][C:8]2=3)=[CH:4][S:5][CH:6]=1.[C:22]1(B(O)O)[CH:27]=[CH:26][CH:25]=[CH:24][CH:23]=1.[O-]P([O-])([O-])=O.[K+].[K+].[K+]>CN(C=O)C.O.O.Cl[Pd](Cl)([P](C1C=CC=CC=1)(C1C=CC=CC=1)C1C=CC=CC=1)[P](C1C=CC=CC=1)(C1C=CC=CC=1)C1C=CC=CC=1>[CH3:21][N:18]1[CH2:19][CH2:20][C:8]2[N:7]([C:3]3[C:2]([C:22]4[CH:27]=[CH:26][CH:25]=[CH:24][CH:23]=4)=[CH:6][S:5][CH:4]=3)[C:15]3[CH:14]=[CH:13][C:12]([CH3:16])=[CH:11][C:10]=3[C:9]=2[CH2:17]1 |f:2.3.4.5,6.7,^1:48,67|. Reported procedure: To a de-aerated solution of 5-(4-bromo-thiophen-3-yl)-2,8-dimethyl-2,3,4,5-tetrahydro-1H-pyrido[4,3-b]indole (40 mg, 0.111 mmol), phenylboronic acid (20 mg, 0.166 mmol) and K3PO4 (58.8 mg, 0.217 mmol) in DMF-water (4.5:0.5 mL) was added PdCl2(PPh3)2 (3.8 mg, 5 mol %). The reaction mixture was heated at 95° C. for 30 min under nitrogen atmosphere. The reaction mixture was diluted with water and extracted with EtOAc. The organic layer was dried over anhydrous sodium sulfate and concentrated under ... The reactants are BrC1=NC=CC=N1 (2-bromopyrimidine), C([O-])([O-])=O.[Cs+].[Cs+] (cesium carbonate), ClC1=CC=C(C=C1)N1C(=NC2=C(C1=O)C=NN2C=2C=C(C=CC2)NS(=O)(=O)C)C2=CC=C(C=C2)B2OC(C(O2)(C)C)(C)C (N-(3-{5-(4-chloro-phenyl)-4-oxo-6-[4-(4,4,5,5-tetramethyl-[1,3,2]dioxa-borolan-2-yl)phenyl]-4,5-dihydro-pyrazolo[3,4-d]pyrimidin-1-yl}-phenyl)-methane sulfonamide). Reagents/catalysts: C1=CC=C(C=C1)P([C-]2C=CC=C2)C3=CC=CC=C3.C1=CC=C(C=C1)P([C-]2C=CC=C2)C3=CC=CC=C3.Cl[Pd]Cl.[Fe+2] (Pd(dppf)2Cl2). Run in CN(C=O)C (N,N-dimethylformamide). Run at temperature 100 celsius. The product is ClC1=CC=C(C=C1)N1C(=NC2=C(C1=O)C=NN2C=2C=C(C=CC2)NS(=O)(=O)C)C2=CC=C(C=C2)C2=NC=CC=N2 (N-{3-[5-(4-chloro-phenyl)-4-oxo-6-(4-pyrimidin-2-yl-phenyl)-4,5-dihydro-pyrazolo[3,4-d]pyrimidin-1-yl]-phenyl}-methane sulfonamide). As a reaction SMILES: [Cl:1][C:2]1[CH:7]=[CH:6][C:5]([N:8]2[C:13](=[O:14])[C:12]3[CH:15]=[N:16][N:17]([C:18]4[CH:19]=[C:20]([NH:24][S:25]([CH3:28])(=[O:27])=[O:26])[CH:21]=[CH:22][CH:23]=4)[C:11]=3[N:10]=[C:9]2[C:29]2[CH:34]=[CH:33][C:32](B3OC(C)(C)C(C)(C)O3)=[CH:31][CH:30]=2)=[CH:4][CH:3]=1.Br[C:45]1[N:50]=[CH:49][CH:48]=[CH:47][N:46]=1.C(=O)([O-])[O-].[Cs+].[Cs+]>CN(C)C=O.C1C=CC(P(C2C=CC=CC=2)[C-]2C=CC=C2)=CC=1.C1C=CC(P(C2C=CC=CC=2)[C-]2C=CC=C2)=CC=1.Cl[Pd]Cl.[Fe+2]>[Cl:1][C:2]1[CH:7]=[CH:6][C:5]([N:8]2[C:13](=[O:14])[C:12]3[CH:15]=[N:16][N:17]([C:18]4[CH:19]=[C:20]([NH:24][S:25]([CH3:28])(=[O:26])=[O:27])[CH:21]=[CH:22][CH:23]=4)[C:11]=3[N:10]=[C:9]2[C:29]2[CH:34]=[CH:33][C:32]([C:45]3[N:50]=[CH:49][CH:48]=[CH:47][N:46]=3)=[CH:31][CH:30]=2)=[CH:4][CH:3]=1 |f:2.3.4,6.7.8.9|. Reported procedure: A solution of N-(3-{5-(4-chloro-phenyl)-4-oxo-6-[4-(4,4,5,5-tetramethyl-[1,3,2]dioxa-borolan-2-yl)phenyl]-4,5-dihydro-pyrazolo[3,4-d]pyrimidin-1-yl}-phenyl)-methane sulfonamide (prepared as described in example 35, 0.45 g, 0.73 mmol) in N,N-dimethylformamide (15 mL) is degassed with argon for 0.5 h. Then 2-bromopyrimidine (0.173 g, 1.09 mmol), cesium carbonate (0.475 g, 1.46 mmol), Pd(dppf)2Cl2 (0.026 g, 0.036 mmol) are added and the resulting solution is degassed with argon for 0.5 h. The react...